Task: describe an organic reaction: reactants, conditions, products, and yield. Dataset: the Open Reaction Database (ORD), a public repository of structured organic reaction records The reactants are Cl[C@](N)(C)C(=O)O (2-chloro-L-alanine), C(=O)(Cl)Cl (phosgene), O1CCCC1 (tetrahydrofuran). The solvent is C1(=CC=CC=C1)C (toluene). Product: ClCC1NC(OC1=O)=O (4-(Chloromethyl)-2,5-oxazolidinedione). As a reaction SMILES: Cl[C@@:2]([C:5]([OH:7])=[O:6])([CH3:4])[NH2:3].C(Cl)([Cl:10])=O.[O:12]1[CH2:16]CCC1>C1(C)C=CC=CC=1>[Cl:10][CH2:4][CH:2]1[C:5](=[O:6])[O:7][C:16](=[O:12])[NH:3]1. Procedure details: The title compound is prepared by the procedure of Example 50 using 1.24 g of 2-chloro-L-alanine, 16 ml of 1.93M phosgene in toluene and 55 ml of tetrahydrofuran to give 0.150 g of the desired product. Reactants: CCO, [H][H], CCOC(=O)C(CC(F)C(F)(F)Cl)N=[N+]=[N-]. The product is CCOC(=O)C(N)CC(F)C(F)(F)Cl. As a reaction SMILES: [CH3:19][CH2:20][OH:21].[H:17][H:18].[N:1](=[N+:2]=[N-:3])[CH:4]([C:5](=[O:6])[O:7][CH2:8][CH3:9])[CH2:10][CH:11]([C:12]([Cl:13])([F:14])[F:15])[F:16]>>[NH2:1][CH:4]([C:5](=[O:6])[O:7][CH2:8][CH3:9])[CH2:10][CH:11]([C:12]([Cl:13])([F:14])[F:15])[F:16]. The reactants are [Li+], C1COCCO1, CCOC(=O)C1CNc2ccccc2O1, [OH-], O, O. The product is [Li+], O=C([O-])C1CNc2ccccc2O1. Reaction SMILES: [Li+:3].[O:20]1[CH2:21][CH2:22][O:23][CH2:24][CH2:25]1.[O:4]1[c:5]2[c:6]([cH:15][cH:16][cH:17][cH:18]2)[NH:7][CH2:8][CH:9]1[C:10](=[O:11])[O:12][CH2:13][CH3:14].[OH-:2].[OH2:19].[OH2:1]>>[Li+:3].[O:4]1[c:5]2[c:6]([cH:15][cH:16][cH:17][cH:18]2)[NH:7][CH2:8][CH:9]1[C:10](=[O:11])[O-:12]. Starting materials: C(C)(C)(C)C1=CC(=C(C=N1)C=1N([C@]([C@](N1)(C)C1=CC=C(C=C1)Cl)(C)C1=CC=C(C=C1)Cl)C(=O)N1CCC(CC1)CC(=O)O)OCC ({1-[(4S,5R)-2-(6-tert-butyl-4-ethoxy-pyridin-3-yl)-4,5-bis-(4-chloro-phenyl)-4,5-dimethyl-4,5-dihydro-imidazole-1-carbonyl]-piperidin-4-yl}-acetic acid), CNCC1=CC=CC=C1 (n-methylbenzylamine). Yields the product C(C1=CC=CC=C1)N(C(CC1CCN(CC1)C(=O)N1C(=N[C@@]([C@@]1(C)C1=CC=C(C=C1)Cl)(C)C1=CC=C(C=C1)Cl)C=1C=NC(=CC1OCC)C(C)(C)C)=O)C (N-Benzyl-2-{1-[(4S,5R)-2-(6-tert-butyl-4-ethoxy-pyridin-3-yl)-4,5-bis-(4-chloro-phenyl)-4,5-dimethyl-4,5-dihydro-imidazole-1-carbonyl]-piperidin-4-yl}-N-methyl-acetamide). Reaction SMILES: [C:1]([C:5]1[N:10]=[CH:9][C:8]([C:11]2[N:12]([C:32]([N:34]3[CH2:39][CH2:38][CH:37]([CH2:40][C:41]([OH:43])=O)[CH2:36][CH2:35]3)=[O:33])[C@@:13]([C:25]3[CH:30]=[CH:29][C:28]([Cl:31])=[CH:27][CH:26]=3)([CH3:24])[C@@:14]([C:17]3[CH:22]=[CH:21][C:20]([Cl:23])=[CH:19][CH:18]=3)([CH3:16])[N:15]=2)=[C:7]([O:44][CH2:45][CH3:46])[CH:6]=1)([CH3:4])([CH3:3])[CH3:2].[CH3:47][NH:48][CH2:49][C:50]1[CH:55]=[CH:54][CH:53]=[CH:52][CH:51]=1>>[CH2:49]([N:48]([CH3:47])[C:41](=[O:43])[CH2:40][CH:37]1[CH2:38][CH2:39][N:34]([C:32]([N:12]2[C@@:13]([C:25]3[CH:26]=[CH:27][C:28]([Cl:31])=[CH:29][CH:30]=3)([CH3:24])[C@@:14]([C:17]3[CH:22]=[CH:21][C:20]([Cl:23])=[CH:19][CH:18]=3)([CH3:16])[N:15]=[C:11]2[C:8]2[CH:9]=[N:10][C:5]([C:1]([CH3:2])([CH3:3])[CH3:4])=[CH:6][C:7]=2[O:44][CH2:45][CH3:46])=[O:33])[CH2:35][CH2:36]1)[C:50]1[CH:55]=[CH:54][CH:53]=[CH:52][CH:51]=1. Reported procedure: In a manner analogous to the method described in example 163, {1-[(4S,5R)-2-(6-tert-butyl-4-ethoxy-pyridin-3-yl)-4,5-bis-(4-chloro-phenyl)-4,5-dimethyl-4,5-dihydro-imidazole-1-carbonyl]-piperidin-4-yl}-acetic acid was reacted with n-methylbenzylamine (MCB) to give the title product. LC-MS (ES+) 768 [(M+H)+]. Reactants: ClC1=NC=C(C2=CC=CC=C12)C(=O)OC (methyl 1-Chloroisoquinoline-4-carboxylate), C(C1=CC=CC=C1)(=O)NN (benzoic hydrazide), O (water). Run in CN(C)C=O (DMF). Reaction conditions: temperature 100 celsius, time 8 hour. Product: C1(=CC=CC=C1)C1=NN=C2N1C=C(C1=CC=CC=C21)C(=O)OC (Methyl 3-Phenyl-1,2,4-triazolo[3,4-a]isoquinoline-6-carboxylate). RXN SMILES: Cl[C:2]1[C:11]2[C:6](=[CH:7][CH:8]=[CH:9][CH:10]=2)[C:5]([C:12]([O:14][CH3:15])=[O:13])=[CH:4][N:3]=1.[C:16]([NH:24][NH2:25])(=O)[C:17]1[CH:22]=[CH:21][CH:20]=[CH:19][CH:18]=1.O>CN(C=O)C>[C:17]1([C:16]2[N:3]3[CH:4]=[C:5]([C:12]([O:14][CH3:15])=[O:13])[C:6]4[C:11]([C:2]3=[N:25][N:24]=2)=[CH:10][CH:9]=[CH:8][CH:7]=4)[CH:22]=[CH:21][CH:20]=[CH:19][CH:18]=1. Procedure: A mixture of methyl 1-Chloroisoquinoline-4-carboxylate, prepared essentially according to procedures described in Example 1, part 4, (293 mg) and benzoic hydrazide (192 mg) in 8 ml of DMF is stirred at 100° C. overnight. The mixture is cooled and poured into water. The solid is then collected by filtration and dried to give the title compound as a solid (258 mg). LC-MS data for the title compound: HPLC: 2.34 min. MS (ES+) m/e 304 [M+H]+. (The HPLC retention time is obtained by the method of Exam... Starting materials: Cl.BrC1=CC=NC=C1 (4-bromopyridine, hydrochloride), [N+](=O)([O-])C=1C=C(C=CC1)B(O)O (3-nitrophenylboronic acid), C([O-])([O-])=O.[K+].[K+] (potassium carbonate), C(CCO)O (1,3-propandiol). The reagents and catalysts are C=1C=CC(=CC1)[P](C=2C=CC=CC2)(C=3C=CC=CC3)[Pd]([P](C=4C=CC=CC4)(C=5C=CC=CC5)C=6C=CC=CC6)([P](C=7C=CC=CC7)(C=8C=CC=CC8)C=9C=CC=CC9)[P](C=1C=CC=CC1)(C=1C=CC=CC1)C=1C=CC=CC1 (tetrakis(triphenylphosphine)palladium). Solvent: C(OC)COC (dimethoxyethane), O (water), C(C)(=O)OCC (ethyl acetate). Run at temperature 80 celsius, time 8 hour. Yields the product [N+](=O)([O-])C=1C=C(C=CC1)C1=CC=NC=C1 (4-(3-Nitrophenyl)-pyridine). As a reaction SMILES: Cl.Br[C:3]1[CH:8]=[CH:7][N:6]=[CH:5][CH:4]=1.[N+:9]([C:12]1[CH:13]=[C:14](B(O)O)[CH:15]=[CH:16][CH:17]=1)([O-:11])=[O:10].C(=O)([O-])[O-].[K+].[K+].C(O)CCO>C(COC)OC.O.C(OCC)(=O)C.C1C=CC([P]([Pd]([P](C2C=CC=CC=2)(C2C=CC=CC=2)C2C=CC=CC=2)([P](C2C=CC=CC=2)(C2C=CC=CC=2)C2C=CC=CC=2)[P](C2C=CC=CC=2)(C2C=CC=CC=2)C2C=CC=CC=2)(C2C=CC=CC=2)C2C=CC=CC=2)=CC=1>[N+:9]([C:12]1[CH:17]=[C:16]([C:3]2[CH:8]=[CH:7][N:6]=[CH:5][CH:4]=2)[CH:15]=[CH:14][CH:13]=1)([O-:11])=[O:10] |f:0.1,3.4.5,^1:48,50,69,88|. Procedure: A mixture of 4-bromopyridine, hydrochloride (8.03; 41.3 mmol), 3-nitrophenylboronic acid (6.85 g; 41.0 mmol), potassium carbonate (34.2 g; 0.25 mol), 1,3-propandiol (14.9 ml; 0.21 mol) and 15 tetrakis(triphenylphosphine)palladium (0.2 g) in a mixture of dimethoxyethane (80 ml) and water (40 ml) was stirred at 80° C. in a nitrogen atmosphere overnight. The cooled mixture was diluted with ethyl acetate and filtered through celite. The filtrate was evaporated to dryness and water was added to the r... The reactants are 1,1,1-tris(Acetoxy)-1,1-dihydro-1,2-benziodoxol-3-(1H)-one, C(C(O)C)(=O)C1=CC=C(C=C1)[C@@H]1CC[C@H](CC1)C(=O)OC (methyl trans-4-(4-lactoylphenyl)cyclohexanecarboxylate), C(C(O)C)(=O)C1=CC=C(C=C1)[C@@H]1CC[C@H](CC1)C(=O)OC (methyl trans-4-(4-lactoylphenyl)cyclohexanecarboxylate). The solvent is C(Cl)Cl (DCM), hexanes. Reaction conditions: time 1 hour. Product: C(C(=O)C)(=O)C1=CC=C(C=C1)[C@@H]1CC[C@H](CC1)C(=O)OC (Methyl trans-4-(4-pyruvoylphenyl)cyclohexanecarboxylate). Yield: 88.7%. As a reaction SMILES: [C:1]([C:6]1[CH:11]=[CH:10][C:9]([C@H:12]2[CH2:17][CH2:16][C@H:15]([C:18]([O:20][CH3:21])=[O:19])[CH2:14][CH2:13]2)=[CH:8][CH:7]=1)(=[O:5])[CH:2]([CH3:4])[OH:3]>C(Cl)Cl>[C:1]([C:6]1[CH:11]=[CH:10][C:9]([C@H:12]2[CH2:17][CH2:16][C@H:15]([C:18]([O:20][CH3:21])=[O:19])[CH2:14][CH2:13]2)=[CH:8][CH:7]=1)(=[O:5])[C:2]([CH3:4])=[O:3]. Procedure: 1,1,1-tris(Acetoxy)-1,1-dihydro-1,2-benziodoxol-3-(1H)-one (5.14 g, 12.12 mmol) was added to a stirred solution of methyl trans-4-(4-lactoylphenyl)cyclohexanecarboxylate (Intermediate 65-3, 1.758 g, 6.06 mmol) in DCM (25 mL). The mixture was stirred for 1 h, hexanes (50 mL) was added and the mixture was filtered through a pad of diatomaceous earth. Volatile material was removed by evaporation to give the title compound (1.55 g, 88%) as a solid that was used without further purification; 1H NMR δ...